The task is: describe an organic reaction: reactants, conditions, products, and yield. This data is from the Open Reaction Database (ORD), a public repository of structured organic reaction records. Starting materials: C(C)N(C1=C(C=C(C(=C1)OC)OC)C1CC=2C=CC(=CC2CC1)OC(C(C)(C)C)=O)C(C1=CC(=C(C=C1)O)F)=O (pivalic acid 6-{2-[ethyl(3-fluoro-4-hydroxybenzoyl)amino]-4,5-dimethoxyphenyl}-5,6,7,8-tetrahydronaphthalen-2-yl ester), ClCC(=O)N1CCCC1 (2-chloro-1-pyrrolidin-1-ylethanone). Product: C(C)N(C1=C(C=C(C(=C1)OC)OC)C1CC=2C=CC(=CC2CC1)O)CC1=CC(=C(C=C1)OCCN1CCCC1)F (6-{2-{Ethyl[3-fluoro-4-(2-pyrrolidin-1-ylethoxy)benzyl]amino}-4,5-dimethoxyphenyl}-5,6,7,8-tetrahydronaphthalen-2-ol). Isolated yield 8.4%. RXN SMILES: [CH2:1]([N:3]([C:31](=O)[C:32]1[CH:37]=[CH:36][C:35]([OH:38])=[C:34]([F:39])[CH:33]=1)[C:4]1[CH:9]=[C:8]([O:10][CH3:11])[C:7]([O:12][CH3:13])=[CH:6][C:5]=1[CH:14]1[CH2:23][CH2:22][C:21]2[CH:20]=[C:19]([O:24]C(=O)C(C)(C)C)[CH:18]=[CH:17][C:16]=2[CH2:15]1)[CH3:2].Cl[CH2:42][C:43]([N:45]1[CH2:49][CH2:48][CH2:47][CH2:46]1)=O>>[CH2:1]([N:3]([CH2:31][C:32]1[CH:37]=[CH:36][C:35]([O:38][CH2:42][CH2:43][N:45]2[CH2:49][CH2:48][CH2:47][CH2:46]2)=[C:34]([F:39])[CH:33]=1)[C:4]1[CH:9]=[C:8]([O:10][CH3:11])[C:7]([O:12][CH3:13])=[CH:6][C:5]=1[CH:14]1[CH2:23][CH2:22][C:21]2[CH:20]=[C:19]([OH:24])[CH:18]=[CH:17][C:16]=2[CH2:15]1)[CH3:2]. Procedure details: Synthesized from pivalic acid 6-{2-[ethyl(3-fluoro-4-hydroxybenzoyl)amino]-4,5-dimethoxyphenyl}-5,6,7,8-tetrahydronaphthalen-2-yl ester (19 mg) and 2-chloro-1-pyrrolidin-1-ylethanone (10 mg) according to an analogous synthetic method to Example 404 and purified by LC-MS, the title compound (1.6 mg) was obtained.